This data is from the Open Reaction Database (ORD), a public repository of structured organic reaction records. The task is: describe an organic reaction: reactants, conditions, products, and yield Procedure details: To a stirred suspension of 10.0 g of 3-azido-4-phenylcarbostyril in 125 ml. of dry dimethylformamide was added 2.2 g. of a 57 percent dispersion of sodium hydride in oil. After stirring at room temperature for about 45 minutes, the mixture was filtered to remove a small amount of insoluble material. To the clear solution was added 5 ml. of methyl iodide. The solution soon turned from an orange color to light yellow, accompanied by the formation of a precipitate. After 1 hour, the mixture was dil... Reactants: N(=[N+]=[N-])C=1C(NC2=CC=CC=C2C1C1=CC=CC=C1)=O (3-azido-4-phenylcarbostyril), [H-].[Na+] (sodium hydride), CN(C=O)C (dimethylformamide). Reaction conditions: time 45 minute. Yields the product N(=[N+]=[N-])C=1C(N(C2=CC=CC=C2C1C1=CC=CC=C1)C)=O (3-azido-1-methyl-4-phenylcarbostyril). RXN SMILES: [N:1]([C:4]1[C:5](=[O:20])[NH:6][C:7]2[C:12]([C:13]=1[C:14]1[CH:19]=[CH:18][CH:17]=[CH:16][CH:15]=1)=[CH:11][CH:10]=[CH:9][CH:8]=2)=[N+:2]=[N-:3].[H-].[Na+].[CH3:23]N(C)C=O>>[N:1]([C:4]1[C:5](=[O:20])[N:6]([CH3:23])[C:7]2[C:12]([C:13]=1[C:14]1[CH:15]=[CH:16][CH:17]=[CH:18][CH:19]=1)=[CH:11][CH:10]=[CH:9][CH:8]=2)=[N+:2]=[N-:3] |f:1.2|. Reactants: C=Cc1cc2c(cc1F)c(=O)c(C(=O)OCC)cn2CC, Cl, C1CCOC1. Product: C=Cc1cc2c(cc1F)c(=O)c(C(=O)O)cn2CC. Reaction SMILES: [CH2:1]([CH3:2])[n:3]1[cH:4][c:5]([C:17](=[O:18])[O:19][CH2:20][CH3:21])[c:6](=[O:16])[c:7]2[cH:8][c:9]([F:15])[c:10]([CH:13]=[CH2:14])[cH:11][c:12]12.[ClH:22].[O:23]1[CH2:24][CH2:25][CH2:26][CH2:27]1>>[CH2:1]([CH3:2])[n:3]1[cH:4][c:5]([C:17](=[O:18])[OH:19])[c:6](=[O:16])[c:7]2[cH:8][c:9]([F:15])[c:10]([CH:13]=[CH2:14])[cH:11][c:12]12.